describe an organic reaction: reactants, conditions, products, and yield From a dataset of the Open Reaction Database (ORD), a public repository of structured organic reaction records. The reactants are [Al+3], COC(=O)c1cc(C(C)(C)C)ccc1C1CC1C(=O)NC(C)c1ccc(NS(C)(=O)=O)c(C)c1, C1CCOC1, [H-], [H-], [H-], [H-], [Li+]. Yields the product Cc1cc(C(C)NC(=O)C2CC2c2ccc(C(C)(C)C)cc2CO)ccc1NS(C)(=O)=O. Reaction SMILES: [Al+3:2].[C:7]([CH3:8])([CH3:9])([CH3:10])[c:11]1[cH:12][cH:13][c:14]([CH:21]2[CH:22]([C:24](=[O:25])[NH:26][CH:27]([CH3:28])[c:29]3[cH:30][c:31]([CH3:40])[c:32]([NH:35][S:36](=[O:37])(=[O:38])[CH3:39])[cH:33][cH:34]3)[CH2:23]2)[c:15]([C:16](=[O:17])[O:18][CH3:19])[cH:20]1.[CH2:41]1[O:42][CH2:43][CH2:44][CH2:45]1.[H-:1].[H-:4].[H-:5].[H-:6].[Li+:3]>>[C:7]([CH3:8])([CH3:9])([CH3:10])[c:11]1[cH:12][cH:13][c:14]([CH:21]2[CH:22]([C:24](=[O:25])[NH:26][CH:27]([CH3:28])[c:29]3[cH:30][c:31]([CH3:40])[c:32]([NH:35][S:36](=[O:37])(=[O:38])[CH3:39])[cH:33][cH:34]3)[CH2:23]2)[c:15]([CH2:16][OH:17])[cH:20]1. The reactants are FC(C(=O)O)(F)F.NCC(=O)N1CC(N(CC1)C(C1=C(C=CC(=C1)OC)Br)=O)C (2-Amino-1-[4-(2-bromo-5-methoxy-benzoyl)-3-methyl-piperazin-1-yl]-ethanone trifluoroacetic acid salt), CCN(C(C)C)C(C)C (DIPEA), C1(=CC=C(C=C1)C(=O)NCC(=O)O)C1=CC=CC=C1 ([(Biphenyl-4-carbonyl)-amino]-acetic acid), C=1C=CC2=C(C1)N=NN2O (HOBT), CCN=C=NCCCN(C)C (EDCI). Reaction conditions: time 2 minute. Procedure: DIPEA (362 mg, 0.48 mL, 2.8 mmol) was added to a stirred solution of [(Biphenyl-4-carbonyl)-amino]-acetic acid (262 mg, 1.03 mmol) in DMF (3 mL). HOBT (151.6 mg, 1.12 mmol) and EDCI (214 mg, 1.12 mmol) were then added at room temperature. After 2 minutes, 2-Amino-1-[4-(2-bromo-5-methoxy-benzoyl)-3-methyl-piperazin-1-yl]-ethanone trifluoroacetic acid salt (400 mg, 0.93 mmol) (prepared by the method described above) was added and the resulting mixture was stirred at room temperature overnight. Col... Run in O (water), CN(C)C=O (DMF). Reaction SMILES: CCN(C(C)C)C(C)C.[C:10]1([C:23]2[CH:28]=[CH:27][CH:26]=[CH:25][CH:24]=2)[CH:15]=[CH:14][C:13]([C:16]([NH:18][CH2:19][C:20]([OH:22])=O)=[O:17])=[CH:12][CH:11]=1.C1C=CC2N(O)N=NC=2C=1.CCN=C=NCCCN(C)C.FC(F)(F)C(O)=O.NCC([N:61]1[CH2:66][CH2:65][N:64]([C:67](=[O:77])[C:68]2[CH:73]=[C:72]([O:74][CH3:75])[CH:71]=[CH:70][C:69]=2[Br:76])[CH:63]([CH3:78])[CH2:62]1)=O>CN(C=O)C.O>[Br:76][C:69]1[CH:70]=[CH:71][C:72]([O:74][CH3:75])=[CH:73][C:68]=1[C:67]([N:64]1[CH2:65][CH2:66][N:61]([C:20](=[O:22])[CH2:19][NH:18][C:16]([C:13]2[CH:12]=[CH:11][C:10]([C:23]3[CH:28]=[CH:27][CH:26]=[CH:25][CH:24]=3)=[CH:15][CH:14]=2)=[O:17])[CH2:62][CH:63]1[CH3:78])=[O:77] |f:4.5|. Isolated yield 93.8%. Product: BrC1=C(C(=O)N2C(CN(CC2)C(CNC(=O)C2=CC=C(C=C2)C2=CC=CC=C2)=O)C)C=C(C=C1)OC (biphenyl-4-carboxylic acid {2-[4-(2-bromo-5-methoxy-benzoyl)-3-methyl-piperazin-1-yl]-2-oxo-ethyl}-amide). Reactants: ClC1=NC2=C(N1CCOCC)C=CC=C2 (2-chloro-1-[2-(ethoxy)ethyl]benzimidazole), N1CCNCC1 (piperazine), C(\C=C\C(=O)O)(=O)O (fumaric acid). Yields the product C(C)OCCN1C(=NC2=C1C=CC=C2)N2CCNCC2 (1-[2-(ethoxy)ethyl]-2-(1-piperazinyl)benzimidazole). As a reaction SMILES: Cl[C:2]1[N:6]([CH2:7][CH2:8][O:9][CH2:10][CH3:11])[C:5]2[CH:12]=[CH:13][CH:14]=[CH:15][C:4]=2[N:3]=1.[NH:16]1[CH2:21][CH2:20][NH:19][CH2:18][CH2:17]1.C(O)(=O)/C=C/C(O)=O>>[CH2:10]([O:9][CH2:8][CH2:7][N:6]1[C:5]2[CH:12]=[CH:13][CH:14]=[CH:15][C:4]=2[N:3]=[C:2]1[N:16]1[CH2:21][CH2:20][NH:19][CH2:18][CH2:17]1)[CH3:11]. Reported procedure: In the same manner as described in Example 1 using 2-chloro-1-[2-(ethoxy)ethyl]benzimidazole (5.00 g), piperazine (19.00 g) and fumaric acid (3.19 g), there are obtained crude crystals, which are recrystallized from ethyl acetate-ethanol to give 1-[2-(ethoxy)ethyl]-2-(1-piperazinyl)benzimidazole.3/2 fumarate (2.29 g), as colorless needles, m.p. 167°-169° C. Starting materials: CCOC(=O)COc1cc(C(=C2CC(C)(C)CC(C)(C)C2)c2ccccc2)ccc1C, CCO, Cl, [Na+], [OH-], O. Product: Cc1ccc(C(=C2CC(C)(C)CC(C)(C)C2)c2ccccc2)cc1OCC(=O)O. RXN SMILES: [CH3:1][c:2]1[c:3]([O:25][CH2:26][C:27](=[O:28])[O:29][CH2:30][CH3:31])[cH:4][c:5]([C:8](=[C:9]2[CH2:10][C:11]([CH3:17])([CH3:18])[CH2:12][C:13]([CH3:15])([CH3:16])[CH2:14]2)[c:19]2[cH:20][cH:21][cH:22][cH:23][cH:24]2)[cH:6][cH:7]1.[CH3:34][CH2:35][OH:36].[ClH:37].[Na+:33].[OH-:32].[OH2:38]>>[CH3:1][c:2]1[c:3]([O:25][CH2:26][C:27](=[O:28])[OH:29])[cH:4][c:5]([C:8](=[C:9]2[CH2:10][C:11]([CH3:17])([CH3:18])[CH2:12][C:13]([CH3:15])([CH3:16])[CH2:14]2)[c:19]2[cH:20][cH:21][cH:22][cH:23][cH:24]2)[cH:6][cH:7]1. The reactants are BrC1=C(OCCOS(=O)(=O)C)C(=CC(=C1)C1C(=C(NC=2CC(CC(C12)=O)CCC)C)C#N)OCC (Methanesulfonic acid 2-[2-bromo-4-(3-cyano-2-methyl-5-oxo-7-propyl-1,4,5,6,7,8-hexahydro-quinolin-4-yl)-6-ethoxy-phenoxy]-ethyl ester), [NH4+].[OH-] (NH4OH). Solvent: O1CCOCC1 (dioxane). Reaction conditions: temperature 80 celsius, time 17 hour. Yields the product NCCOC1=C(C=C(C=C1OCC)C1C(=C(NC=2CC(CC(C12)=O)CCC)C)C#N)Br (4-[4-(2-Amino-ethoxy)-3-bromo-5-ethoxy-phenyl]-2-methyl-5-oxo-7-propyl-1,4,5,6,7,8-hexahydro-quinoline-3-carbonitrile). Reaction SMILES: [Br:1][C:2]1[CH:15]=[C:14]([CH:16]2[C:25]3[C:24](=[O:26])[CH2:23][CH:22]([CH2:27][CH2:28][CH3:29])[CH2:21][C:20]=3[NH:19][C:18]([CH3:30])=[C:17]2[C:31]#[N:32])[CH:13]=[C:12]([O:33][CH2:34][CH3:35])[C:3]=1[O:4][CH2:5][CH2:6]OS(C)(=O)=O.[NH4+:36].[OH-]>O1CCOCC1>[NH2:36][CH2:6][CH2:5][O:4][C:3]1[C:12]([O:33][CH2:34][CH3:35])=[CH:13][C:14]([CH:16]2[C:25]3[C:24](=[O:26])[CH2:23][CH:22]([CH2:27][CH2:28][CH3:29])[CH2:21][C:20]=3[NH:19][C:18]([CH3:30])=[C:17]2[C:31]#[N:32])=[CH:15][C:2]=1[Br:1] |f:1.2|. Procedure: A mixture of the product of step b (3.38 g) and conc. aq. NH4OH (60 ml) in dioxane (90 ml) was stirred at 80° C. in an autoclave for 17 h. The mixture was concentrated in vacuo. Yield: 3.82 g (MeSO3H salt). MS-ESI: [M+H]+=488.2/490.2